Dataset: the Open Reaction Database (ORD), a public repository of structured organic reaction records. Task: describe an organic reaction: reactants, conditions, products, and yield The reactants are O=C(Cl)c1ccccc1, Cc1c(N)cccc1N(C)C, CCO, CC(C)=O, [K+], [K+], [OH-], O, N#C[S-]. Reaction SMILES: [C:16]([Cl:17])(=[O:18])[c:19]1[cH:20][cH:21][cH:22][cH:23][cH:24]1.[CH3:1][N:2]([c:3]1[c:4]([CH3:10])[c:5]([NH2:6])[cH:7][cH:8][cH:9]1)[CH3:11].[CH3:27][CH2:28][OH:29].[CH3:31][C:32](=[O:33])[CH3:34].[K+:15].[K+:26].[OH-:25].[OH2:30].[S-:12][C:13]#[N:14]>>[CH3:1][N:2]([c:3]1[c:4]([CH3:10])[c:5]([NH:6][C:13](=[S:12])[NH2:14])[cH:7][cH:8][cH:9]1)[CH3:11]. Product: Cc1c(NC(N)=S)cccc1N(C)C. Starting materials: FC(C(=O)N1CC2C=3C=C(C(=CC3C(C1)C2)O)N)(F)F (2,2,2-Trifluoro-1-(4-hydroxy-5-amino-10-aza-tricyclo[6.3.1.02,7]dodeca-2(7),3,5-trien-10-yl)-ethanone), C(C(C)C)(=O)Cl (isobutyryl chloride). Yields the product Cl.C(C)(C)C=1OC2=CC=3C4CNCC(C3C=C2N1)C4 (6-ISOPROPYL-5-OXA-7,13-DIAZATETRACYCLO[9.3.1.02,10.04,8]-PENTADECA-2(10),3,6,8-TETRAENE HYDROCHLORIDE). RXN SMILES: FC(F)(F)C([N:5]1[CH2:15][CH:14]2[CH2:16][CH:7]([C:8]3[CH:9]=[C:10]([NH2:18])[C:11]([OH:17])=[CH:12][C:13]=32)[CH2:6]1)=O.[C:21]([Cl:26])(=O)[CH:22]([CH3:24])[CH3:23]>>[ClH:26].[CH:22]([C:24]1[O:17][C:11]2[C:10]([N:18]=1)=[CH:9][C:8]1[CH:7]3[CH2:16][CH:14]([CH2:15][NH:5][CH2:6]3)[C:13]=1[CH:12]=2)([CH3:23])[CH3:21] |f:2.3|. Procedure: 2,2,2-Trifluoro-1-(4-hydroxy-5-amino-10-aza-tricyclo[6.3.1.02,7]dodeca-2(7),3,5-trien-10-yl)-ethanone and isobutyryl chloride were converted to the title compound following the procedures described in Example 54. (TLC 25% ethyl acetate/hexanes Rf 0.14). 1H NMR (400 MHz, CD3OD) δ 7.65 (2H), 3.49 (br s, 2H), 3.41 (d, J=12.0 Hz, 2H), 3.33–3.19 (3H), 2.45 (m, 1H), 2.18 (d, J=11.5 Hz, 1H), 1.45 (d, J=7.0 Hz, 6H). APCI MS m/e 243.2 [(M+1)+]. (HCl salt) M.p. 249–251° C. Reactants: Cc1nccn1-c1ncc(Br)cn1, CC(c1ccc(B2OC(C)(C)C(C)(C)O2)cc1)N1CCC(CC(C)(C)O)(c2ccccc2)OC1=O. Product: Cc1nccn1-c1ncc(-c2ccc(C(C)N3CCC(CC(C)(C)O)(c4ccccc4)OC3=O)cc2)cn1. RXN SMILES: [Br:36][c:37]1[cH:38][n:39][c:40](-[n:43]2[c:44]([CH3:48])[n:45][cH:46][cH:47]2)[n:41][cH:42]1.[OH:1][C:2]([CH2:3][C:4]1([c:28]2[cH:29][cH:30][cH:31][cH:32][cH:33]2)[CH2:5][CH2:6][N:7]([CH:11]([CH3:12])[c:13]2[cH:14][cH:15][c:16]([B:19]3[O:20][C:21]([CH3:22])([CH3:23])[C:24]([CH3:25])([CH3:26])[O:27]3)[cH:17][cH:18]2)[C:8](=[O:10])[O:9]1)([CH3:34])[CH3:35]>>[OH:1][C:2]([CH2:3][C:4]1([c:28]2[cH:29][cH:30][cH:31][cH:32][cH:33]2)[CH2:5][CH2:6][N:7]([CH:11]([CH3:12])[c:13]2[cH:14][cH:15][c:16](-[c:37]3[cH:38][n:39][c:40](-[n:43]4[c:44]([CH3:48])[n:45][cH:46][cH:47]4)[n:41][cH:42]3)[cH:17][cH:18]2)[C:8](=[O:10])[O:9]1)([CH3:34])[CH3:35]. The reactants are CN(C)C=O (DMF), OCCC1=CC=C(CN2CCN(CC2)C(=O)OC(C)(C)C)C=C1 (tert-butyl 4-[4-(2-hydroxyethyl)benzyl]piperazine-1-carboxylate), [H-].[Na+] (NaH), resultant mixture, FC1=NC(=CC=C1)C (2-fluoro-6-methylpyridine), resultant mixture. Solvent: O (water). The product is CC1=CC=CC(=N1)OCCC1=CC=C(CN2CCN(CC2)C(=O)OC(C)(C)C)C=C1 (tert-butyl 4-(4-{2-[(6-methylpyridin-2-yl)oxy]ethyl}benzyl)piperazine-1-carboxylate). RXN SMILES: CN(C=O)C.[OH:6][CH2:7][CH2:8][C:9]1[CH:28]=[CH:27][C:12]([CH2:13][N:14]2[CH2:19][CH2:18][N:17]([C:20]([O:22][C:23]([CH3:26])([CH3:25])[CH3:24])=[O:21])[CH2:16][CH2:15]2)=[CH:11][CH:10]=1.[H-].[Na+].F[C:32]1[CH:37]=[CH:36][CH:35]=[C:34]([CH3:38])[N:33]=1>O>[CH3:38][C:34]1[N:33]=[C:32]([O:6][CH2:7][CH2:8][C:9]2[CH:10]=[CH:11][C:12]([CH2:13][N:14]3[CH2:19][CH2:18][N:17]([C:20]([O:22][C:23]([CH3:25])([CH3:24])[CH3:26])=[O:21])[CH2:16][CH2:15]3)=[CH:27][CH:28]=2)[CH:37]=[CH:36][CH:35]=1 |f:2.3|. Procedure: To a DMF (10 mL) solution of tert-butyl 4-[4-(2-hydroxyethyl)benzyl]piperazine-1-carboxylate (1.000 g) was added NaH (112 mg, 60% in mineral oil) at 0° C., then the resultant mixture was stirred for 1 hour. To the mixture was added 2-fluoro-6-methylpyridine (0.419 mL), then the resultant mixture was stirred at 70° C. over night. The mixture was poured into water, and extracted with AcOEt. The organic layer was washed with water and saturated aqueous NaCl, dried over anhydrous Na2SO4, and evapora... The reactants are N(C(=O)OC)C(=O)OC(C)(C)C.[K] (potassium t-butyl methyl iminodicarboxylate), CN(C)C=O (DMF), BrCC1=C(C=C(C(=O)OC(C)(C)C)C=C1)[N+](=O)[O-] (t-butyl 4-bromomethyl-3-nitrobenzoate), CN(C)C=O (DMF), O (water). Reaction conditions: time 1 hour. The product is C(C)(C)(C)OC(=O)N(C(=O)OC)CC1=C(C(=O)OC(C)(C)C)C=CC=C1[N+](=O)[O-] (t-butyl [N-(t-butoxycarbonyl)-N-(methoxycarbonyl)aminomethyl]-3-nitrobenzoate). Yield: 73.0%. RXN SMILES: BrC[C:3]1[CH:15]=[CH:14][C:6]([C:7]([O:9][C:10]([CH3:13])([CH3:12])[CH3:11])=[O:8])=[CH:5][C:4]=1[N+:16]([O-:18])=[O:17].[NH:19]([C:24]([O:26][C:27]([CH3:30])([CH3:29])[CH3:28])=[O:25])[C:20]([O:22][CH3:23])=[O:21].[K].O.[CH3:33]N(C=O)C>>[C:27]([O:26][C:24]([N:19]([CH2:33][C:5]1[C:4]([N+:16]([O-:18])=[O:17])=[CH:3][CH:15]=[CH:14][C:6]=1[C:7]([O:9][C:10]([CH3:11])([CH3:12])[CH3:13])=[O:8])[C:20]([O:22][CH3:23])=[O:21])=[O:25])([CH3:30])([CH3:29])[CH3:28] |f:1.2,^1:30|. Reported procedure: To a solution of t-butyl 4-bromomethyl-3-nitrobenzoate (2.27 g, 7.2 mmol) (Int. J. Peptide Res., 36, 31 (1990)) in DMF (25 mL) was added a suspension of potassium t-butyl methyl iminodicarboxylate (J.C.S. Perkin I, 1088, (1977)) (1.56 g, 7.3 mmol) in DMF (20 mL). The dark brown solution was stirred 1 h and poured into water and extracted with ethyl acetate. The combined organic layers were washed with water, dried (sodium sulfate) and concentrated to give a pale orange oil which was purified by ...